This data is from the Open Reaction Database (ORD), a public repository of structured organic reaction records. The task is: describe an organic reaction: reactants, conditions, products, and yield Reactants: [BH4-], CC(C)(C)[Si](C)(C)OCc1cc(C=O)ccc1Cl, CO, [Na+]. Yields the product CC(C)(C)[Si](C)(C)OCc1cc(CO)ccc1Cl. RXN SMILES: [BH4-:19].[C:1]([CH3:2])([CH3:3])([CH3:4])[Si:5]([O:6][CH2:7][c:8]1[cH:9][c:10]([CH:11]=[O:12])[cH:13][cH:14][c:15]1[Cl:16])([CH3:17])[CH3:18].[CH3:21][OH:22].[Na+:20]>>[C:1]([CH3:2])([CH3:3])([CH3:4])[Si:5]([O:6][CH2:7][c:8]1[cH:9][c:10]([CH2:11][OH:12])[cH:13][cH:14][c:15]1[Cl:16])([CH3:17])[CH3:18]. Starting materials: ClS(=O)(=O)O (Chlorosulfonic acid), FC(C(=O)NC1=CC=CC=C1)(F)F (trifluoroacetanilide). Yields the product FC(C(=O)NC1=CC=C(C=C1)S(=O)(=O)Cl)(F)F (4-trifluoroacetamido benzenesulfonyl chloride). RXN SMILES: [Cl:1][S:2]([OH:5])(=O)=[O:3].[F:6][C:7]([F:18])([F:17])[C:8]([NH:10][C:11]1[CH:16]=[CH:15][CH:14]=[CH:13][CH:12]=1)=[O:9]>>[F:6][C:7]([F:17])([F:18])[C:8]([NH:10][C:11]1[CH:16]=[CH:15][C:14]([S:2]([Cl:1])(=[O:5])=[O:3])=[CH:13][CH:12]=1)=[O:9]. Procedure details: Chlorosulfonic acid (100 g.) was cooled to 0° C. and trifluoroacetanilide (30 g.) was added portionwise with vigorous stirring keeping the temperature below +5° C. The reaction was stirred at room temperature overnight, and cautiously poured onto ice. The white solid produced was filtered, washed copiously with water, and dried to give 4-trifluoroacetamido benzenesulfonyl chloride (39.14 gl)(m.r. 143°-146° C.).